Dataset: the Open Reaction Database (ORD), a public repository of structured organic reaction records. Task: describe an organic reaction: reactants, conditions, products, and yield The reactants are BrCc1ccccc1, C1CCOC1, COC(=O)C1(O)CC1, CCOC(C)=O, [H-], [Na+]. The product is COC(=O)C1(OCc2ccccc2)CC1. RXN SMILES: [Br:11][CH2:12][c:13]1[cH:14][cH:15][cH:16][cH:17][cH:18]1.[CH2:19]1[O:20][CH2:21][CH2:22][CH2:23]1.[CH3:1][O:2][C:3](=[O:4])[C:5]1([OH:8])[CH2:6][CH2:7]1.[CH3:24][CH2:25][O:26][C:27]([CH3:28])=[O:29].[H-:10].[Na+:9]>>[CH3:1][O:2][C:3](=[O:4])[C:5]1([O:8][CH2:12][c:13]2[cH:14][cH:15][cH:16][cH:17][cH:18]2)[CH2:6][CH2:7]1. The reactants are P(=O)(Cl)(Cl)Cl (phosphoryl chloride), C(C)OC(CN1CCC(CC1)C1=NN2C(NC(=CC2=N1)C1=C(C=C(C=C1)Cl)Cl)=O)=O (Ethyl{4-[7-(2,4-dichlorophenyl)-5-oxo-5,6-dihydro[1,2,4]triazolo[1,5-c]pyrimidin-2-yl]piperidin-1-yl}acetate). Reagents/catalysts: [Cl-].C(C1=CC=CC=C1)[N+](CC)(CC)CC (benzyltriethylammonium chloride). Run at temperature 120 celsius, time 2.5 hour. The product is C(C)OC(CN1CCC(CC1)C1=NN2C(=NC(=CC2=N1)C1=C(C=C(C=C1)Cl)Cl)Cl)=O (Ethyl{4-[5-chloro-7-(2,4-dichlorophenyl)[1,2,4]triazolo[1,5-c]pyrimidin-2-yl]piperidin-1-yl}-acetate). As a reaction SMILES: P(Cl)(Cl)([Cl:3])=O.[CH2:6]([O:8][C:9](=[O:35])[CH2:10][N:11]1[CH2:16][CH2:15][CH:14]([C:17]2[N:25]=[C:24]3[N:19]([C:20](=O)[NH:21][C:22]([C:26]4[CH:31]=[CH:30][C:29]([Cl:32])=[CH:28][C:27]=4[Cl:33])=[CH:23]3)[N:18]=2)[CH2:13][CH2:12]1)[CH3:7]>[Cl-].C([N+](CC)(CC)CC)C1C=CC=CC=1>[CH2:6]([O:8][C:9](=[O:35])[CH2:10][N:11]1[CH2:12][CH2:13][CH:14]([C:17]2[N:25]=[C:24]3[N:19]([C:20]([Cl:3])=[N:21][C:22]([C:26]4[CH:31]=[CH:30][C:29]([Cl:32])=[CH:28][C:27]=4[Cl:33])=[CH:23]3)[N:18]=2)[CH2:15][CH2:16]1)[CH3:7] |f:2.3|. Reported procedure: 5 ml of phosphoryl chloride were added to 500 mg (1.11 mmol) of ethyl{4-[7-(2,4-dichlorophenyl)-5-oxo-5,6-dihydro [1,2,4]triazolo[1,5-c]-pyrimidin-2-yl]piperidin-1-yl}acetate (Example 54A), 1.01 g (4.44 mmol) of benzyltriethylammonium chloride were added and the reaction mixture was stirred at 120° C. for 2.5 h. The reaction mixture was concentrated and carefully, with vigorous stirring, added to saturated aqueous sodium bicarbonate solution. The pH was adjusted to pH=7 by addition of solid sodi... Reactants: COCC1(CCC1)C1=CC=C(C=C1)N (4-[(methoxymethyl)cyclobutyl]phenylamine), CCN=C=NCCCN(C)C (EDCI), C=1C=CC2=C(C1)N=NN2O (HOBt), CCN(C(C)C)C(C)C (DIEA), N1=CC=C(C=C1)CCC(=O)NC1=C(C(=O)OCC)C=CC=C1 (ethyl 2-[N-(4-pyridyl-methyl)acetylamino]benzoate), [OH-].[Na+] (NaOH), Cl (HCl). Run in CN(C)C=O (DMF), ClCCl (dichloromethane), CCO (EtOH). Conditions: time 3 hour. The product is COCC1(CC1)C1=CC=C(C=C1)NC(=O)C1=C(C=CC=C1)N(C(C)=O)CC1=CC=NC=C1 (N-[2-(N-{4-[(methoxymethyl)-cyclopropyl]phenyl}carbamoyl)phenyl]-N-(4-pyridylmethyl)-acetamide). As a reaction SMILES: N1[CH:6]=[CH:5][C:4]([CH2:7][CH2:8][C:9]([NH:11][C:12]2[CH:22]=[CH:21][CH:20]=[CH:19][C:13]=2C(OCC)=O)=[O:10])=CC=1.[OH-:23].[Na+].Cl.[CH3:26][O:27][CH2:28][C:29]1([C:33]2[CH:38]=CC(N)=CC=2)CCC1.CCN=C=NC[CH2:46][CH2:47][N:48]([CH3:50])[CH3:49].[CH:51]1[CH:52]=[CH:53][C:54]2N(O)N=[N:57][C:55]=2C=1.CCN(C(C)C)C(C)C>CCO.CN(C=O)C.ClCCl>[CH3:26][O:27][CH2:28][C:29]1([C:20]2[CH:19]=[CH:13][C:12]([NH:11][C:9]([C:8]3[CH:7]=[CH:4][CH:5]=[CH:6][C:49]=3[N:48]([CH2:50][C:53]3[CH:52]=[CH:51][N:57]=[CH:55][CH:54]=3)[C:47](=[O:23])[CH3:46])=[O:10])=[CH:22][CH:21]=2)[CH2:33][CH2:38]1 |f:1.2|. Procedure details: A mixture of ethyl 2-[N-(4-pyridyl-methyl)acetylamino]benzoate (300 mg) and 5 N NaOH (2 ml) in EtOH (20 ml) was stirred at RT for three hours. The solution was neutralized with 5 N HCl and evaporated to dryness. The residue was washed with methanol and filtered. The filtrate was evaporated and the residue was mixed with 4-[(methoxymethyl)cyclobutyl]phenylamine (1 eq), EDCI (1.25 eq), HOBt (1 eq) and DIEA (1.25 eq) in DMF (10 ml) and stirred overnight. The solution was mixed with dichloromethane ... The reactants are BrC1=CC=C(C=C1)C=1N=C(N(C1C1=CC(NC=C1)=O)O)C1=C(C=CC=C1F)Cl (4-[4-(4-bromophenyl)-2-(2-chloro-6-fluorophenyl)-1-hydroxy-1H-imidazol-5-yl]pyridin-2(1H)-one), TiCl3. Solvent: CO (methanol). Reaction conditions: temperature 10 celsius, time 8 hour. Yields the product BrC1=CC=C(C=C1)C=1N=C(NC1C1=CC(NC=C1)=O)C1=C(C=CC=C1F)Cl (4-[4-(4-bromophenyl)-2-(2-chloro-6-fluorophenyl)-1H-imidazol-5-yl]pyridin-2(1H)-one). RXN SMILES: [Br:1][C:2]1[CH:7]=[CH:6][C:5]([C:8]2[N:9]=[C:10]([C:21]3[C:26]([F:27])=[CH:25][CH:24]=[CH:23][C:22]=3[Cl:28])[N:11](O)[C:12]=2[C:13]2[CH:18]=[CH:17][NH:16][C:15](=[O:19])[CH:14]=2)=[CH:4][CH:3]=1>CO>[Br:1][C:2]1[CH:7]=[CH:6][C:5]([C:8]2[N:9]=[C:10]([C:21]3[C:26]([F:27])=[CH:25][CH:24]=[CH:23][C:22]=3[Cl:28])[NH:11][C:12]=2[C:13]2[CH:18]=[CH:17][NH:16][C:15](=[O:19])[CH:14]=2)=[CH:4][CH:3]=1. Reported procedure: To a solution of the intermediate from Example 1 Step C (11 g, 0.024 mol) in methanol (0.5 L) at 0° C. under nitrogen was added TiCl3 (15˜20%, 120 mL) over 45 minutes while maintaining the reaction temperature under 10° C. The solution was warmed to RT and stirred overnight. The volatiles were removed under reduced pressure, and the solution was made basic with saturated NaHCO3 and 5 N NaOH. Ethyl acetate was added and the mixture was stirred overnight. The solution was filtered through a Solka ... The reactants are O=C(O)c1cc2ccccc2s1, Cc1ccc(CN)cc1. Reagents/catalysts: CCN=C=NCCCN(C)C.Cl (EDC-HCl), CCN(C(C)C)C(C)C (DIPEA), C1=CC=C2C(=C1)N=NN2O (HOBt). The solvent is CN(C)C=O (DMF), CN(C)C=O (DMF), CN(C)C=O (DMF), CN(C)C=O (DMF), CN(C)C=O (DMF), CN(C)C=O (DMF). Reaction conditions: temperature 25 celsius, time 2 hour. Product: Cc1ccc(CNC(=O)c2cc3ccccc3s2)cc1. Isolated yield 57.4%. As a reaction SMILES: Cc1ccc(CN)cc1.O=C(O)c1cc2ccccc2s1.CCN=C=NCCCN(C)C.Cl.C1=CC=C2C(=C1)N=NN2O.CCN(C(C)C)C(C)C.CN(C)C=O>>Cc1ccc(CNC(=O)c2cc3ccccc3s2)cc1. The reactants are C(C)(C)(C)OC(=O)N[C@H]1[C@@H]2[C@H](C3=CC=CC=C3C1)O2 ((±)-(1S,2R,3R)-3-tert-butoxycarbonylamino -1,2-epoxy-1,2,3,4-tetrahydro-naphthalene), solution, C[Al](C)C (trimethylaluminum). Run in CCCCCC (hexane), CCCCCC (hexane). Yields the product C(C)(C)(C)OC(=O)N[C@H]1[C@H]([C@@H](C2=CC=CC=C2C1)C)O ((±)-(1R,2S,3R)-3-Tert-butoxycarbonylamino-1,2,3,4-tetrahydro-1-methyl-2-naphthalenol). Reaction SMILES: [C:1]([O:5][C:6]([NH:8][C@@H:9]1[CH2:18][C:17]2[C:12](=[CH:13][CH:14]=[CH:15][CH:16]=2)[C@@H:11]2[O:19][C@H:10]12)=[O:7])([CH3:4])([CH3:3])[CH3:2].[CH3:20][Al](C)C>CCCCCC>[C:1]([O:5][C:6]([NH:8][C@@H:9]1[CH2:18][C:17]2[C:12](=[CH:13][CH:14]=[CH:15][CH:16]=2)[C@@H:11]([CH3:20])[C@@H:10]1[OH:19])=[O:7])([CH3:4])([CH3:3])[CH3:2]. Procedure: Under argon to a solution of (±)-(1S,2R,3R)-3-tert-butoxycarbonylamino -1,2-epoxy-1,2,3,4-tetrahydro-naphthalene (108 mg) in hexane (10 ml) was added a 2 M solution of trimethylaluminum in hexane (0.30 ml), the mixture was heated under reflux for 31/2 hours and was quenched by addition of a 2 M aqueous solution of ammonium chloride adjusted to pH 8 with ammonium hydroxide. The resulting suspension was extracted with ethyl acetate. The ethyl acetate solution was dried over magnesium sulfate and e... Reactants: FC(COC1=C(C=C(C=C1)C(F)F)C=1C=2N(C=CC1)N=C(N2)NC2=CC1=C(CCNCC1)C=C2)F ({8-[2-(2,2-difluoro-ethoxy)-5-difluoromethyl-phenyl]-[1,2,4]triazolo[1,5-a]pyridin-2-yl}-(2,3,4,5-tetrahydro-1H-3-benzazepin-7-yl)-amine), ClCC(=O)N(C)C (2-chloro-N,N-dimethyl-acetamide). Reported procedure: 2-(7-{8-[2-(2,2-difluoro-ethoxy)-5-difluoromethyl-phenyl]-[1,2,4]triazolo[1,5-a]pyridin-2-ylamino}-1,2,4,5-tetrahydro-3-benzazepin-3-yl)-N,N-dimethyl-acetamide was prepared from {8-[2-(2,2-difluoro-ethoxy)-5-difluoromethyl-phenyl]-[1,2,4]triazolo[1,5-a]pyridin-2-yl}-(2,3,4,5-tetrahydro-1H-3-benzazepin-7-yl)-amine (0.065 g, 0.130 mmol) and 2-chloro-N,N-dimethyl-acetamide (0.045 mL, 0.200 mmol) in a manner analogous to Example 313 to give product (0.045 g, 59%). MP=200-201° C. 1H NMR (400 MHz, (D3... Yield: 59.0%. Yields the product FC(COC1=C(C=C(C=C1)C(F)F)C=1C=2N(C=CC1)N=C(N2)NC2=CC1=C(CCN(CC1)CC(=O)N(C)C)C=C2)F (2-(7-{8-[2-(2,2-difluoro-ethoxy)-5-difluoromethyl-phenyl]-[1,2,4]triazolo[1,5-a]pyridin-2-ylamino}-1,2,4,5-tetrahydro-3-benzazepin-3-yl)-N,N-dimethyl-acetamide), product. RXN SMILES: [F:1][CH:2]([F:35])[CH2:3][O:4][C:5]1[CH:10]=[CH:9][C:8]([CH:11]([F:13])[F:12])=[CH:7][C:6]=1[C:14]1[C:15]2[N:16]([N:20]=[C:21]([NH:23][C:24]3[CH:34]=[CH:33][C:27]4[CH2:28][CH2:29][NH:30][CH2:31][CH2:32][C:26]=4[CH:25]=3)[N:22]=2)[CH:17]=[CH:18][CH:19]=1.Cl[CH2:37][C:38]([N:40]([CH3:42])[CH3:41])=[O:39]>>[F:35][CH:2]([F:1])[CH2:3][O:4][C:5]1[CH:10]=[CH:9][C:8]([CH:11]([F:13])[F:12])=[CH:7][C:6]=1[C:14]1[C:15]2[N:16]([N:20]=[C:21]([NH:23][C:24]3[CH:34]=[CH:33][C:27]4[CH2:28][CH2:29][N:30]([CH2:37][C:38]([N:40]([CH3:42])[CH3:41])=[O:39])[CH2:31][CH2:32][C:26]=4[CH:25]=3)[N:22]=2)[CH:17]=[CH:18][CH:19]=1. Reported procedure: Analogous to Example 1, 475 g 1,4-diglycidyloxybutane was reacted with 528 g of propargyl alcohol to give 1,4-bis(3-propargyloxy-2-hydroxypropyl) oxybutane. The product is C(C#C)OCC(COCCCCOCC(COCC#C)O)O (1,4-bis(3-propargyloxy-2-hydroxypropyl) oxybutane). Reactants: C(C1CO1)OCCCCOCC1CO1 (1,4-diglycidyloxybutane), C(C#C)O (propargyl alcohol). RXN SMILES: [CH2:1]([O:5][CH2:6][CH2:7][CH2:8][CH2:9][O:10][CH2:11][CH:12]1[O:14][CH2:13]1)[CH:2]1[O:4][CH2:3]1.[CH2:15]([OH:18])[C:16]#[CH:17]>>[CH2:15]([O:18][CH2:13][CH:12]([OH:14])[CH2:11][O:10][CH2:9][CH2:8][CH2:7][CH2:6][O:5][CH2:1][CH:2]([OH:4])[CH2:3][O:4][CH2:3][C:2]#[CH:1])[C:16]#[CH:17]. Starting materials: O=C([O-])[O-], CCCCO, Nc1ccccc1SCCCCl, Cl, O=C(c1ccc(F)cc1)C1CCNCC1, [K+], [K+]. Product: Nc1ccccc1SCCCN1CCC(C(=O)c2ccc(F)cc2)CC1. RXN SMILES: [C:29](=[O:30])([O-:31])[O-:32].[CH2:35]([OH:36])[CH2:37][CH2:38][CH3:39].[Cl:1][CH2:2][CH2:3][CH2:4][S:5][c:6]1[c:7]([NH2:12])[cH:8][cH:9][cH:10][cH:11]1.[ClH:13].[F:14][c:15]1[cH:16][cH:17][c:18]([C:19](=[O:20])[CH:21]2[CH2:22][CH2:23][NH:24][CH2:25][CH2:26]2)[cH:27][cH:28]1.[K+:33].[K+:34]>>[CH2:2]([CH2:3][CH2:4][S:5][c:6]1[c:7]([NH2:12])[cH:8][cH:9][cH:10][cH:11]1)[N:24]1[CH2:23][CH2:22][CH:21]([C:19]([c:18]2[cH:17][cH:16][c:15]([F:14])[cH:28][cH:27]2)=[O:20])[CH2:26][CH2:25]1.